Dataset: the Open Reaction Database (ORD), a public repository of structured organic reaction records. Task: describe an organic reaction: reactants, conditions, products, and yield Starting materials: C(C)(C)(C)OCCC1C(OCC1)=O (3-(2'-tert-butoxyethyl)-dihydro-2(3H)furanone), Nafion, C(C)(=O)O (acetic acid). Reaction conditions: temperature 120 celsius, time 19 hour. The product is C(C)(=O)OCCC1C(OCC1)=O (3-(2'-acetoxyethyl)-dihydro-2(3H)furanone). Isolated yield 98.0%. As a reaction SMILES: [C:1]([O:5][CH2:6][CH2:7][CH:8]1[CH2:12][CH2:11][O:10][C:9]1=[O:13])(C)(C)[CH3:2].C(O)(=[O:16])C>>[C:1]([O:5][CH2:6][CH2:7][CH:8]1[CH2:12][CH2:11][O:10][C:9]1=[O:13])(=[O:16])[CH3:2]. Procedure: In a stirred vessel, a mixture of 10 g of 3-(2'-tert-butoxyethyl)-dihydro-2(3H)furanone, 50 g of glacial acetic acid, and 5 g of Nafion is heated to 120° C. Following a period of 19 h, the reaction is terminated (conversion: 100%) and the catalyst is separated by filtration. Following purification by distillation, there is obtained 98% of 3-(2'-acetoxyethyl)-dihydro-2(3H)furanone. Starting materials: CC(C)(C)[O-].[Na+] (NaOtBu), [Cl-].[Na+] (sodium chloride), IC=1C=C(C=CC1)C(CC)=O (1-(3-iodo-phenyl)-propan-1-one), C1CCOC1 (THF), CI (methyl iodide), C1CCOC1 (THF). Run in O (water), C(C)(=O)OCC (ethyl acetate), CN1CCCC1=O (NMP). Reaction conditions: temperature 0 celsius, time 5 hour. Yields the product IC=1C=C(C=CC1)C(C(C)(C)C)=O (1-(3-Iodo-phenyl)-2,2-dimethyl-propan-1-one). Reaction SMILES: [CH3:1][C:2]([O-])([CH3:4])[CH3:3].[Na+].[I:7][C:8]1[CH:9]=C(C(=O)CC)C=C[CH:13]=1.CI.[Cl-].[Na+].[CH2:22]1[CH2:26][O:25][CH2:24][CH2:23]1>C(OCC)(=O)C.O.CN1C(=O)CCC1>[I:7][C:8]1[CH:13]=[C:22]([C:26](=[O:25])[C:2]([CH3:4])([CH3:3])[CH3:1])[CH:23]=[CH:24][CH:9]=1 |f:0.1,4.5|. Procedure details: Combine NaOtBu (3.6 g, 4 equiv.), THF (10 mL), and NMP (10 mL) in a round bottomed flask. Place under nitrogen and cool to 0° C. Dissolve 1-(3-iodo-phenyl)-propan-1-one (2 g, 9.4 mmol) in THF (10 mL) and add dropwise to the reaction. Immediately following, add methyl iodide (2.3 mL, 4 equiv.) via syringe. Stir at 0° C. for 5 hours. Quench reaction with water then dilute with ethyl acetate. Wash organics with water then aqueous saturated sodium chloride. Dry over magnesium sulfate, filter and con...